From a dataset of the Open Reaction Database (ORD), a public repository of structured organic reaction records. describe an organic reaction: reactants, conditions, products, and yield Reactants: CCO, O=[N+]([O-])c1ccc(-c2c(F)c(F)c(F)c(F)c2F)cc1. Yields the product Nc1ccc(-c2c(F)c(F)c(F)c(F)c2F)cc1. Reaction SMILES: [CH3:21][CH2:22][OH:23].[N+:1]([O-:2])(=[O:3])[c:4]1[cH:5][cH:6][c:7](-[c:10]2[c:11]([F:20])[c:12]([F:19])[c:13]([F:18])[c:14]([F:17])[c:15]2[F:16])[cH:8][cH:9]1>>[NH2:1][c:4]1[cH:5][cH:6][c:7](-[c:10]2[c:11]([F:20])[c:12]([F:19])[c:13]([F:18])[c:14]([F:17])[c:15]2[F:16])[cH:8][cH:9]1.